From a dataset of the Open Reaction Database (ORD), a public repository of structured organic reaction records. describe an organic reaction: reactants, conditions, products, and yield Reactants: Cc1nc2cc3c(cc2c(=O)n1COC(=O)C(C)(C)C)C(N(C)c1ccc(C(=O)Oc2c(F)c(F)c(F)c(F)c2F)c(F)c1)CC3, COC(=O)C(N)CCc1nnn[nH]1. The product is COC(=O)C(CCc1nnn[nH]1)NC(=O)c1ccc(N(C)C2CCc3cc4nc(C)n(COC(=O)C(C)(C)C)c(=O)c4cc32)cc1F. Reaction SMILES: [F:1][c:2]1[c:3]([C:4](=[O:5])[O:6][c:7]2[c:8]([F:9])[c:10]([F:11])[c:12]([F:13])[c:14]([F:15])[c:16]2[F:17])[cH:18][cH:19][c:20]([N:22]([CH:23]2[CH2:24][CH2:25][c:26]3[c:27]2[cH:28][c:29]2[c:30](=[O:45])[n:31]([CH2:37][O:38][C:39]([C:40]([CH3:41])([CH3:42])[CH3:43])=[O:44])[c:32]([CH3:36])[n:33][c:34]2[cH:35]3)[CH3:46])[cH:21]1.[NH2:47][CH:48]([C:49](=[O:50])[O:51][CH3:52])[CH2:53][CH2:54][c:55]1[n:56][n:57][n:58][nH:59]1>>[F:1][c:2]1[c:3]([C:4](=[O:5])[NH:47][CH:48]([C:49](=[O:50])[O:51][CH3:52])[CH2:53][CH2:54][c:55]2[n:56][n:57][n:58][nH:59]2)[cH:18][cH:19][c:20]([N:22]([CH:23]2[CH2:24][CH2:25][c:26]3[c:27]2[cH:28][c:29]2[c:30](=[O:45])[n:31]([CH2:37][O:38][C:39]([C:40]([CH3:41])([CH3:42])[CH3:43])=[O:44])[c:32]([CH3:36])[n:33][c:34]2[cH:35]3)[CH3:46])[cH:21]1. Reactants: C(C)(=O)[O-].[Na+] (sodium acetate), ClC=1C(=CC2=C(CCN(CC2C2=C(C=CC=C2)F)C)C1)O (8-chloro-5-(2-fluorophenyl)-7-hydroxy-3-methyl-2,3,4,5-tetrahydro-1H-3-benzazepine), [H][H] (hydrogen). Reagents/catalysts: [Pd] (Palladium-on-carbon). Run in C(C)(=O)O (acetic acid). Run at temperature 60 celsius. The product is FC1=C(C=CC=C1)C1CN(CCC2=C1C=C(C=C2)O)C (5-(2-fluorophenyl)-7-hydroxy-3-methyl-2,3,4,5-tetra-hydro-1H-3-benzazepine). The yield is 89.0%. Reaction SMILES: Cl[C:2]1[C:3]([OH:21])=[CH:4][C:5]2[CH:11]([C:12]3[CH:17]=[CH:16][CH:15]=[CH:14][C:13]=3[F:18])[CH2:10][N:9]([CH3:19])[CH2:8][CH2:7][C:6]=2[CH:20]=1.C([O-])(=O)C.[Na+].[H][H]>C(O)(=O)C.[Pd]>[F:18][C:13]1[CH:14]=[CH:15][CH:16]=[CH:17][C:12]=1[CH:11]1[C:5]2[CH:4]=[C:3]([OH:21])[CH:2]=[CH:20][C:6]=2[CH2:7][CH2:8][N:9]([CH3:19])[CH2:10]1 |f:1.2|. Procedure: 10.0 g 8-chloro-5-(2-fluorophenyl)-7-hydroxy-3-methyl-2,3,4,5-tetrahydro-1H-3-benzazepine was dissolved in 500 ml acetic acid containing sodium acetate. Palladium-on-carbon was added and the suspension was heated to 60° C. Under vigorous stirring hydrogen was led through the suspension giving after 48 h 7,9 g crystalline compound. Yield 72%. The reactants are CCO, N#CC=C1CCc2ncc3c(c21)CCO3, [Co], N. Yields the product NCC=C1CCc2ncc3c(c21)CCO3. As a reaction SMILES: [CH2:16]([OH:17])[CH3:18].[CH2:1]1[CH2:2][O:3][c:4]2[c:5]1[c:6]1[c:7]([n:8][cH:9]2)[CH2:10][CH2:11][C:12]1=[CH:13][C:14]#[N:15].[Co:20].[NH3:19]>>[CH2:1]1[CH2:2][O:3][c:4]2[c:5]1[c:6]1[c:7]([n:8][cH:9]2)[CH2:10][CH2:11][C:12]1=[CH:13][CH2:14][NH2:15]. Reactants: FC=1C=CC(=NC1)C1=NOC(=C1/C=C/C=1SC(=CN1)C(=O)O)C (2-{(E)-2-[3-(5-fluoro-pyridin-2-yl)-5-methyl-isoxazol-4-yl]-vinyl}-thiazole-5-carboxylic acid), N1CCSCC1 (thiomorpholine). Product: FC=1C=CC(=NC1)C1=NOC(=C1/C=C/C=1SC(=CN1)C(=O)N1CCSCC1)C ((2-{(E)-2-[3-(5-Fluoro-pyridin-2-yl)-5-methyl-isoxazol-4-yl]-vinyl}-thiazol-5-yl)-thiomorpholin-4-yl-methanone). The yield is 59.0%. As a reaction SMILES: [F:1][C:2]1[CH:3]=[CH:4][C:5]([C:8]2[C:12](/[CH:13]=[CH:14]/[C:15]3[S:16][C:17]([C:20]([OH:22])=O)=[CH:18][N:19]=3)=[C:11]([CH3:23])[O:10][N:9]=2)=[N:6][CH:7]=1.[NH:24]1[CH2:29][CH2:28][S:27][CH2:26][CH2:25]1>>[F:1][C:2]1[CH:3]=[CH:4][C:5]([C:8]2[C:12](/[CH:13]=[CH:14]/[C:15]3[S:16][C:17]([C:20]([N:24]4[CH2:29][CH2:28][S:27][CH2:26][CH2:25]4)=[O:22])=[CH:18][N:19]=3)=[C:11]([CH3:23])[O:10][N:9]=2)=[N:6][CH:7]=1. Procedure details: As described for example 77c, 2-{(E)-2-[3-(5-fluoro-pyridin-2-yl)-5-methyl-isoxazol-4-yl]-vinyl}-thiazole-5-carboxylic acid (83 mg, 0.25 mmol) was converted, using thiomorpholine instead of 4-aminotetrahydropyran, to the title compound (61 mg, 59%) which was obtained as a yellow solid after purification by chromatography (silica, 0 to 100% ethyl acetate in heptane) and trituration from diethyl ether. MS: m/e=417.2 [M+H]+. Starting materials: CC(C)(C)OC(=O)OC(C)(C)C, C1CCOC1, CCOC(C)=O, CCN(C(C)C)C(C)C, NC(C=Cc1ccc(Br)cc1)CO. Yields the product CC(C)(C)OC(=O)NC(C=Cc1ccc(Br)cc1)CO. Reaction SMILES: [C:28]([O:29][C:30]([CH3:31])([CH3:32])[CH3:33])([O:34][C:36]([CH3:37])([CH3:38])[CH3:39])=[O:35].[CH2:23]1[O:24][CH2:25][CH2:26][CH2:27]1.[CH3:40][CH2:41][O:42][C:43]([CH3:44])=[O:45].[CH:14]([N:15]([CH2:16][CH3:17])[CH:18]([CH3:19])[CH3:20])([CH3:21])[CH3:22].[NH2:1][CH:2]([CH2:3][OH:4])[CH:5]=[CH:6][c:7]1[cH:8][cH:9][c:10]([Br:13])[cH:11][cH:12]1>>[NH:1]([CH:2]([CH2:3][OH:4])[CH:5]=[CH:6][c:7]1[cH:8][cH:9][c:10]([Br:13])[cH:11][cH:12]1)[C:28]([O:29][C:30]([CH3:31])([CH3:32])[CH3:33])=[O:34]. Starting materials: C1CCNCC1, CCCCCCCS(=O)(=O)CCCl. Product: CCCCCCCS(=O)(=O)CCN1CCCCC1. As a reaction SMILES: [CH2:14]1[CH2:15][CH2:16][NH:17][CH2:18][CH2:19]1.[CH2:1]([CH2:2][CH2:3][CH2:4][CH2:5][CH2:6][CH3:7])[S:8](=[O:9])(=[O:10])[CH2:11][CH2:12][Cl:13]>>[CH2:1]([CH2:2][CH2:3][CH2:4][CH2:5][CH2:6][CH3:7])[S:8](=[O:9])(=[O:10])[CH2:11][CH2:12][N:17]1[CH2:16][CH2:15][CH2:14][CH2:19][CH2:18]1.